This data is from the Open Reaction Database (ORD), a public repository of structured organic reaction records. The task is: describe an organic reaction: reactants, conditions, products, and yield Starting materials: O=C([O-])[O-], CC(=O)CC(C)C, COc1ccccc1N1CCNCC1, N#Cc1ccc2c(c1)COC2(CCCCl)c1ccc(F)cc1, [K+], [K+]. Yields the product COc1ccccc1N1CCN(CCCC2(c3ccc(F)cc3)OCc3cc(C#N)ccc32)CC1. Reaction SMILES: [C:37](=[O:38])([O-:39])[O-:40].[CH2:43]([C:44]([CH3:45])=[O:46])[CH:47]([CH3:48])[CH3:49].[CH3:23][O:24][c:25]1[c:26]([N:31]2[CH2:32][CH2:33][NH:34][CH2:35][CH2:36]2)[cH:27][cH:28][cH:29][cH:30]1.[Cl:1][CH2:2][CH2:3][CH2:4][C:5]1([c:16]2[cH:17][cH:18][c:19]([F:22])[cH:20][cH:21]2)[O:6][CH2:7][c:8]2[cH:9][c:10]([C:14]#[N:15])[cH:11][cH:12][c:13]21.[K+:41].[K+:42]>>[CH2:2]([CH2:3][CH2:4][C:5]1([c:16]2[cH:17][cH:18][c:19]([F:22])[cH:20][cH:21]2)[O:6][CH2:7][c:8]2[cH:9][c:10]([C:14]#[N:15])[cH:11][cH:12][c:13]21)[N:34]1[CH2:33][CH2:32][N:31]([c:26]2[c:25]([O:24][CH3:23])[cH:30][cH:29][cH:28][cH:27]2)[CH2:36][CH2:35]1. The reactants are CC1=C(C=C(C(=C1)[N+](=O)[O-])OC)N1CCC(CC1)CCO (2-{1-[2-methyl-5-(methyloxy)-4-nitrophenyl]-4-piperidinyl}ethanol), C1(=CC=CC=C1)P(C1=CC=CC=C1)C1=CC=CC=C1 (triphenylphosphine), N1C=NC=C1 (imidazole), II (iodine). Solvent: C1CCOC1 (THF). Yields the product ICCC1CCN(CC1)C1=C(C=C(C(=C1)OC)[N+](=O)[O-])C (4-(2-iodoethyl)-1-[2-methyl-5-(methyloxy)-4-nitrophenyl]piperidine). Isolated yield 90.1%. Reaction SMILES: [CH3:1][C:2]1[CH:7]=[C:6]([N+:8]([O-:10])=[O:9])[C:5]([O:11][CH3:12])=[CH:4][C:3]=1[N:13]1[CH2:18][CH2:17][CH:16]([CH2:19][CH2:20]O)[CH2:15][CH2:14]1.C1(P(C2C=CC=CC=2)C2C=CC=CC=2)C=CC=CC=1.N1C=CN=C1.[I:46]I>C1COCC1>[I:46][CH2:20][CH2:19][CH:16]1[CH2:17][CH2:18][N:13]([C:3]2[CH:4]=[C:5]([O:11][CH3:12])[C:6]([N+:8]([O-:10])=[O:9])=[CH:7][C:2]=2[CH3:1])[CH2:14][CH2:15]1. Procedure: To 2-{1-[2-methyl-5-(methyloxy)-4-nitrophenyl]-4-piperidinyl}ethanol (32.6 g, 111 mmol), triphenylphosphine (32.0 g, 122 mmol), and imidazole (8.29 g, 122 mmol) in THF (554 mL) was added iodine (30.9 g, 122 mmol) in one portion, slowly due to observable exotherm. The reaction mixture was filtered through Celite® and washed with DCM. Purification by flash chromatography provided the crude title compound which was washed with saturated Na2SO3 to remove any residual iodine. The aqueous layer was ba... Starting materials: CC1(NC2=C(C=CC=C2C=C1)C(=O)OC)C (methyl 2,2-dimethyl-1,2-dihydroquinoline-8-carboxylate). The reagents and catalysts are [Pd] (palladium on carbon). Run in CO (methanol). Reaction conditions: time 2 hour. Product: CC1(NC2=C(C=CC=C2CC1)C(=O)OC)C (methyl 2,2-dimethyl-1,2,3,4-tetrahydroquinoline-8-carboxylate). As a reaction SMILES: [CH3:1][C:2]1([CH3:16])[CH:11]=[CH:10][C:9]2[C:4](=[C:5]([C:12]([O:14][CH3:15])=[O:13])[CH:6]=[CH:7][CH:8]=2)[NH:3]1>CO.[Pd]>[CH3:1][C:2]1([CH3:16])[CH2:11][CH2:10][C:9]2[C:4](=[C:5]([C:12]([O:14][CH3:15])=[O:13])[CH:6]=[CH:7][CH:8]=2)[NH:3]1. Reported procedure: A solution of methyl 2,2-dimethyl-1,2-dihydroquinoline-8-carboxylate (Example 47, step 3) (1.00 g, 4.63 mmol) in methanol (20 mL) containing a catalytic amount of 10% palladium on carbon was placed under an atmosphere of hydrogen at ambient pressure and temperature. After stirring at room temperature for 2 h the reaction mixture was filtered through a pad of celite and concentrated under vacuum. Purification by silica gel chromatography (2.5% EtOAc/hexanes) afforded the desired compound. Starting materials: CN1[C@@H]2CN([C@H](C1)C2)C2=C(C=C(C=C2)[N+](=O)[O-])C (2-[(1S,4S)-5-Methyl-2,5-diazabicyclo[2.2.1]hept-2-yl]-5-nitrotoluene). Reagents/catalysts: [Pd] (Pd/C). Solvent: CCO (EtOH). Reaction conditions: time 2 hour. The product is CC=1C=C(N)C=CC1N1[C@@H]2CN([C@H](C1)C2)C (3-methyl-4-[(1S,4S)-5-methyl-2,5-diazabicyclo[2.2.1]heptan-2-yl]aniline). RXN SMILES: [CH3:1][N:2]1[CH2:7][C@@H:6]2[CH2:8][C@H:3]1[CH2:4][N:5]2[C:9]1[CH:14]=[CH:13][C:12]([N+:15]([O-])=O)=[CH:11][C:10]=1[CH3:18]>CCO.[Pd]>[CH3:18][C:10]1[CH:11]=[C:12]([CH:13]=[CH:14][C:9]=1[N:5]1[CH2:4][C@@H:3]2[CH2:8][C@H:6]1[CH2:7][N:2]2[CH3:1])[NH2:15]. Procedure details: 2-[(1S,4S)-5-Methyl-2,5-diazabicyclo[2.2.1]hept-2-yl]-5-nitrotoluene (3.3 g) was dissolved in EtOH (50 mL) and transferred to Parr hydrogenation flask. Catalyst, Pd/C (450 mg), was added and the mixture subjected to hydrogenation at 30 PSI for 2 h. The reaction mixture was filtered through Celite and the Celite filter cake washed with EtOH. Concentration of the combined filtrate provided 3-methyl-4-[(1S,4S)-5-methyl-2,5-diazabicyclo[2.2.1]heptan-2-yl]aniline, as a tan solid (2.52 g, 86%). 1H NMR... The reactants are C(CC(O)(C(=O)[O-])CC(=O)[O-])(=O)[O-].[Na+].[Na+].[Na+] (sodium citrate), C(CC(O)(C(=O)[O-])CC(=O)[O-])(=O)[O-].[Na+].[Na+].[Na+] (sodium citrate), OCl.[Zr] (zirconium hydroxychloride), ZrO2. Product: C(CC(O)(C(=O)[O-])CC(=O)[O-])(=O)[O-].[Zr+4].[Na+] (sodium zirconium citrate). As a reaction SMILES: [C:1]([O-:13])(=[O:12])[CH2:2][C:3]([CH2:8][C:9]([O-:11])=[O:10])([C:5]([O-:7])=[O:6])[OH:4].[Na+:14].[Na+].[Na+].OCl.[Zr:19]>>[C:1]([O-:13])(=[O:12])[CH2:2][C:3]([CH2:8][C:9]([O-:11])=[O:10])([C:5]([O-:7])=[O:6])[OH:4].[Zr+4:19].[Na+:14] |f:0.1.2.3,4.5,6.7.8|. Procedure details: The above sodium citrate solution was added to 500 g of zirconium hydroxychloride solution which contains 20.0% ZrO2. The reaction batch was mixed continuously while the sodium citrate was being added. A clear solution of sodium zirconium citrate was obtained after the addition of sodium citrate solution was completed. The pH of the solution product was 6.2.